Task: describe an organic reaction: reactants, conditions, products, and yield. Dataset: the Open Reaction Database (ORD), a public repository of structured organic reaction records Reactants: C1(=CC=CC=C1)C (Toluene), C1(CCC(=O)O1)=O (succinic anhydride), [Al+3].[Cl-].[Cl-].[Cl-] (AlCl3). Yields the product CC1=CC=C(C(=O)CCC(=O)O)C=C1 (3-(4-Methylbenzoyl)-propionic acid). Isolated yield 75.0%. RXN SMILES: [C:1]1([CH3:7])[CH:6]=[CH:5][CH:4]=[CH:3][CH:2]=1.[C:8]1(=[O:14])[O:13][C:11](=[O:12])[CH2:10][CH2:9]1.[Al+3].[Cl-].[Cl-].[Cl-]>>[CH3:7][C:1]1[CH:6]=[CH:5][C:4]([C:8]([CH2:9][CH2:10][C:11]([OH:13])=[O:12])=[O:14])=[CH:3][CH:2]=1 |f:2.3.4.5|. Reported procedure: Toluene 10b (99.9%, 5.5 eq) was reacted with succinic anhydride (99%, 1 eq) and AlCl3 (95%, 2 eq) for 24 h according to the general procedure. Yellow crystals of 11b were obtained in 75% yield. 1H-NMR: 7.88 (d, 2H, J=8.2 Hz, Ar--H); 7.26 (d, 2H, J=4.8 Hz, Ar--H); 3.29 (t, 2H, J=6.6 Hz, CH2CH2COOH); 2.80 (t, 2H, J=6.6 Hz, CH2CH2COOH); 2.41 (s, 3H, CH3). 13C-NMR: 192.44; 178.70; 144.13; 133.91; 129.29; 128.14; 33.02; 28.06; 21.63. The reactants are C(=O)[O-].[NH4+] (ammonium formate), COC1=C(C=CC(=C1)S(=O)(=O)C1=CC=CC=C1)[N+](=O)[O-] (2-methoxy-4-phenylsulphonylnitrobenzene). Reagents/catalysts: [Pd] (palladium on carbon). Solvent: O (water), CO (methanol), C(C)(=O)OCC (ethyl acetate). The product is COC1=C(N)C=CC(=C1)S(=O)(=O)C1=CC=CC=C1 (2-Methoxy-4-phenylsulphonylaniline). As a reaction SMILES: C([O-])=O.[NH4+].[CH3:5][O:6][C:7]1[CH:12]=[C:11]([S:13]([C:16]2[CH:21]=[CH:20][CH:19]=[CH:18][CH:17]=2)(=[O:15])=[O:14])[CH:10]=[CH:9][C:8]=1[N+:22]([O-])=O>O.[Pd].CO.C(OCC)(=O)C>[CH3:5][O:6][C:7]1[CH:12]=[C:11]([S:13]([C:16]2[CH:17]=[CH:18][CH:19]=[CH:20][CH:21]=2)(=[O:14])=[O:15])[CH:10]=[CH:9][C:8]=1[NH2:22] |f:0.1|. Procedure details: A solution of ammonium formate (0.1 83 g) in water (2.5 ml) was added to a mixture of 10% palladium on carbon (0.03 g) and 2-methoxy-4-phenylsulphonylnitrobenzene (Method 22) (0.213 g) in methanol (10 ml) and ethyl acetate (1 ml). The mixture was heated and stirred under reflux under argon for 4 hours then cooled and filtered through diatomaceous earth. The filter was washed with ethyl acetate (2×5 ml) and the filtrates were combined. The solution was concentrated by evaporation to approximately... Starting materials: O=C([O-])[O-], CC#CC(CC(=O)OCC)c1ccc(OCc2ccc(CBr)cc2)cc1, CC#N, [Cs+], [Cs+], c1ccc2c(c1)CCC21CCNCC1. The product is CC#CC(CC(=O)OCC)c1ccc(OCc2ccc(CN3CCC4(CCc5ccccc54)CC3)cc2)cc1. RXN SMILES: [C:15](=[O:16])([O-:17])[O-:18].[CH2:21]([CH3:22])[O:23][C:24]([CH2:25][CH:26]([C:27]#[C:28][CH3:29])[c:30]1[cH:31][cH:32][c:33]([O:36][CH2:37][c:38]2[cH:39][cH:40][c:41]([CH2:44][Br:45])[cH:42][cH:43]2)[cH:34][cH:35]1)=[O:46].[CH3:47][C:48]#[N:49].[Cs+:19].[Cs+:20].[NH:1]1[CH2:2][CH2:3][C:4]2([CH2:5][CH2:6][c:7]3[cH:8][cH:9][cH:10][cH:11][c:12]32)[CH2:13][CH2:14]1>>[N:1]1([CH2:44][c:41]2[cH:40][cH:39][c:38]([CH2:37][O:36][c:33]3[cH:32][cH:31][c:30]([CH:26]([CH2:25][C:24]([O:23][CH2:21][CH3:22])=[O:46])[C:27]#[C:28][CH3:29])[cH:35][cH:34]3)[cH:43][cH:42]2)[CH2:2][CH2:3][C:4]2([CH2:5][CH2:6][c:7]3[cH:8][cH:9][cH:10][cH:11][c:12]32)[CH2:13][CH2:14]1. Starting materials: C(CCC=C)C(CO)CO (2-(4-pentenyl)-1,3-propanediol), C(CCC)OC1=CC=C(C=O)C=C1 (p-butoxybenzaldehyde), C1(=CC=CC=C1)C (toluene). Reagents/catalysts: S(O)(O)(=O)=O (sulphuric acid). Run at time 2.5 hour. Product: C(CCC)OC1=CC=C(C=C1)[C@@H]1OCOC[C@H]1CCCC=C (trans-4-(p-butoxyphenyl)-5-(4-pentenyl)-m-dioxane). As a reaction SMILES: [CH2:1]([CH:6]([CH2:9][OH:10])[CH2:7][OH:8])[CH2:2][CH2:3][CH:4]=[CH2:5].[CH2:11]([O:15][C:16]1[CH:23]=[CH:22][C:19](C=O)=[CH:18][CH:17]=1)[CH2:12][CH2:13][CH3:14].[C:24]1(C)C=CC=CC=1>S(=O)(=O)(O)O>[CH2:11]([O:15][C:16]1[CH:23]=[CH:22][C:19]([C@H:7]2[C@H:6]([CH2:1][CH2:2][CH2:3][CH:4]=[CH2:5])[CH2:9][O:10][CH2:24][O:8]2)=[CH:18][CH:17]=1)[CH2:12][CH2:13][CH3:14]. Procedure details: A mixture of 3.6 g of 2-(4-pentenyl)-1,3-propanediol, 4.4 g of p-butoxybenzaldehyde, 75 ml of toluene and 3 drops of 10% sulphuric acid was heated to boiling for 2.5 hours, whereby about 50 ml of wet solvent were distilled off and were replaced by the dropwise addition of 50 ml of fresh toluene. Thereafter, the mixture was neutralized with 4 drops of triethylamine and, after cooling, was extracted twice with 50 ml of 5% sodium hydrogen carbonate solution each time and twice with 50 ml of water e...